Dataset: the Open Reaction Database (ORD), a public repository of structured organic reaction records. Task: describe an organic reaction: reactants, conditions, products, and yield The reactants are C12(CC3CC(CC(C1)C3)C2)C2=C(C=C(C(=O)OC)C=C2)OC (Methyl 4-(1-admantyl)-3-methoxybenzoate), COC(C1=CC(=C(C=C1)OC)C12CC3CC(CC(C1)C3)C2)=O (methyl-3-(1-admantyl)-4-methoxybenzoate). Product: C12(CC3CC(CC(C1)C3)C2)C2=C(C=C(C(=O)O)C=C2)OC (4-(1-Admantyl)-3-methoxybenzoic acid). The yield is 88.0%. As a reaction SMILES: [C:1]12([C:11]3[CH:20]=[CH:19][C:14]([C:15]([O:17]C)=[O:16])=[CH:13][C:12]=3[O:21][CH3:22])[CH2:10][CH:5]3[CH2:6][CH:7]([CH2:9][CH:3]([CH2:4]3)[CH2:2]1)[CH2:8]2.COC(=O)C1C=CC(OC)=C(C23CC4CC(CC(C4)C2)C3)C=1>>[C:1]12([C:11]3[CH:20]=[CH:19][C:14]([C:15]([OH:17])=[O:16])=[CH:13][C:12]=3[O:21][CH3:22])[CH2:10][CH:5]3[CH2:4][CH:3]([CH2:9][CH:7]([CH2:6]3)[CH2:8]1)[CH2:2]2. Procedure: When the product of Step A was substituted for methyl-3-(1-admantyl)-4-methoxybenzoate in Example 30, Step B the similar process afforded the title compound in 88% yield. 1H-NMR (CDCl3) 1.7 (s, 6H); 2.01 (s, 3H); 2.06 (s, 6H); 3.81 (s, 3H); 7.19 (d, 1H, J=8.1 Hz); 7.45 (d, 1H, J=1.49 Hz); 7.53 (d, 1H, J=1.61, 8.11 Hz).